This data is from the Open Reaction Database (ORD), a public repository of structured organic reaction records. The task is: describe an organic reaction: reactants, conditions, products, and yield Reactants: CO, CO, COC(=O)c1ccc(OC(C(=O)NS(=O)(=O)c2ccc(C(C)C)cc2)c2ccc3c(c2)OCO3)c(CC(C)C)c1, ClC(Cl)Cl, Cl, [NH4+], [Na+], [OH-], [OH-]. Product: CC(C)Cc1cc(C(=O)O)ccc1OC(C(=O)NS(=O)(=O)c1ccc(C(C)C)cc1)c1ccc2c(c1)OCO2. RXN SMILES: [CH3:47][OH:48].[CH3:52][OH:53].[CH:1]([CH3:2])([CH3:3])[c:4]1[cH:5][cH:6][c:7]([S:10](=[O:11])(=[O:12])[NH:13][C:14]([CH:15]([O:16][c:17]2[c:18]([CH2:27][CH:28]([CH3:29])[CH3:30])[cH:19][c:20]([C:23](=[O:24])[O:25][CH3:26])[cH:21][cH:22]2)[c:31]2[cH:32][c:33]3[c:34]([cH:35][cH:36]2)[O:37][CH2:38][O:39]3)=[O:40])[cH:8][cH:9]1.[Cl:43][CH:44]([Cl:45])[Cl:46].[ClH:51].[NH4+:50].[Na+:42].[OH-:41].[OH-:49]>>[CH:1]([CH3:2])([CH3:3])[c:4]1[cH:5][cH:6][c:7]([S:10](=[O:11])(=[O:12])[NH:13][C:14]([CH:15]([O:16][c:17]2[c:18]([CH2:27][CH:28]([CH3:29])[CH3:30])[cH:19][c:20]([C:23](=[O:24])[OH:25])[cH:21][cH:22]2)[c:31]2[cH:32][c:33]3[c:34]([cH:35][cH:36]2)[O:37][CH2:38][O:39]3)=[O:40])[cH:8][cH:9]1. Starting materials: solid, O1CCC=2C(=NC=CC21)N2CCN(CC2)CC[C@@H]2CC[C@H](CC2)NC(C\C=C\C)=O ((E)-Pent-3-enoic acid trans-(4-{2-[4-(2,3-dihydro-furo[3,2-c]pyridin-4-yl)-piperazin-1-yl]-ethyl}-cyclohexyl)-amide), O1CCC=2C(=NC=CC21)N2CCN(CC2)CC[C@@H]2CC[C@H](CC2)NC(C\C=C\C)=O ((E)-Pent-3-enoic acid trans-(4-{2-[4-(2,3-dihydro-furo[3,2-c]pyridin-4-yl)-piperazin-1-yl]-ethyl}-cyclohexyl)-amide), FC(C(C(=O)O)O)(F)F ((RS)-3,3,3-trifluoro-2-hydroxypropanoic acid). The product is O1CCC=2C(=NC=CC21)N2CCN(CC2)CC[C@@H]2CC[C@H](CC2)NC(C(C(F)(F)F)O)=O (trans-(RS)—N-(4-{2-[4-(2,3-Dihydro-furo[3,2-c]pyridin-4-yl)-piperazin-1-yl]-ethyl}-cyclohexyl)-3,3,3-trifluoro-2-hydroxy-propionamide). RXN SMILES: [O:1]1[C:9]2[CH:8]=[CH:7][N:6]=[C:5]([N:10]3[CH2:15][CH2:14][N:13]([CH2:16][CH2:17][C@H:18]4[CH2:23][CH2:22][C@H:21]([NH:24]C(=O)C/C=C/C)[CH2:20][CH2:19]4)[CH2:12][CH2:11]3)[C:4]=2[CH2:3][CH2:2]1.[F:31][C:32]([F:39])([F:38])[CH:33]([OH:37])[C:34](O)=[O:35]>>[O:1]1[C:9]2[CH:8]=[CH:7][N:6]=[C:5]([N:10]3[CH2:15][CH2:14][N:13]([CH2:16][CH2:17][C@H:18]4[CH2:23][CH2:22][C@H:21]([NH:24][C:34](=[O:35])[CH:33]([OH:37])[C:32]([F:39])([F:38])[F:31])[CH2:20][CH2:19]4)[CH2:12][CH2:11]3)[C:4]=2[CH2:3][CH2:2]1. Reported procedure: The title compound, light yellow solid (80 mg, 70%), MS (ISP) m/z=457.4 [(M+H)+], mp 204° C., was prepared in accordance with the general method of example 32 from trans-4-{2-[4-(6-methyl-2,3-dihydro-furo[3,2-c]pyridin-4-yl)-piperazin-1-yl]-ethyl}-cyclohexylamine trihydrochloride (intermediate E) (110 mg, 0.25 mmol) and (RS)-3,3,3-trifluoro-2-hydroxypropanoic acid. Reactants: O=C(Cc1ccccc1)c1ccc(Cl)cc1, [K+], O=[Mn](=O)(=O)[O-], c1ccncc1. Yields the product O=C(C(=O)c1ccc(Cl)cc1)c1ccccc1. RXN SMILES: [Cl:1][c:2]1[cH:3][cH:4][c:5]([C:8](=[O:9])[CH2:10][c:11]2[cH:12][cH:13][cH:14][cH:15][cH:16]2)[cH:6][cH:7]1.[K+:22].[Mn:17](=[O:18])([O-:19])(=[O:20])=[O:21].[cH:23]1[cH:24][cH:25][n:26][cH:27][cH:28]1>>[Cl:1][c:2]1[cH:3][cH:4][c:5]([C:8](=[O:9])[C:10]([c:11]2[cH:12][cH:13][cH:14][cH:15][cH:16]2)=[O:18])[cH:6][cH:7]1. The reactants are CC(C)(C)[Si](C)(C)Oc1cccc2ccc(-c3nnc4ccc(F)cn34)nc12, C1CCOC1, CCCC[N+](CCCC)(CCCC)CCCC, CCOC(C)=O, [F-], [Na+], O=C([O-])O, O. The product is Oc1cccc2ccc(-c3nnc4ccc(F)cn34)nc12. Reaction SMILES: [C:1]([Si:2]([CH3:3])([CH3:4])[O:6][c:7]1[cH:8][cH:9][cH:10][c:11]2[cH:12][cH:13][c:14](-[c:17]3[n:18][n:19][c:20]4[n:21]3[cH:22][c:23]([F:26])[cH:24][cH:25]4)[n:15][c:16]12)([CH3:5])([CH3:27])[CH3:28].[CH2:29]1[O:30][CH2:31][CH2:32][CH2:33]1.[CH2:35]([N+:36]([CH2:37][CH2:38][CH2:39][CH3:40])([CH2:41][CH2:42][CH2:43][CH3:44])[CH2:45][CH2:46][CH2:47][CH3:48])[CH2:49][CH2:50][CH3:51].[CH3:57][CH2:58][O:59][C:60]([CH3:61])=[O:62].[F-:34].[Na+:56].[O-:52][C:53]([OH:54])=[O:55].[OH2:63]>>[OH:6][c:7]1[cH:8][cH:9][cH:10][c:11]2[cH:12][cH:13][c:14](-[c:17]3[n:18][n:19][c:20]4[n:21]3[cH:22][c:23]([F:26])[cH:24][cH:25]4)[n:15][c:16]12. Starting materials: potassium tert-butoxy, O=C1CCCC=2SC=CC21 (4-oxo-4,5,6,7-tetrahydrobenzo[b]thiophene), C(=O)OCC (ethyl formate), Cl (hydrochloric acid), N(N)C(C)O (hydrazinoethanol). The solvent is O1CCCC1 (tetrahydrofuran), O1CCCC1 (tetrahydrofuran). Run at time 30 minute. Yields the product N1(N=CC=2CCC3=C(C12)C=CS3)CCO (2-(4,5-dihydro-1H-thieno[2,3-g]indazol-1-yl)ethanol). Isolated yield 53.9%. Reaction SMILES: O=[C:2]1[C:10]2[CH:9]=[CH:8][S:7][C:6]=2[CH2:5][CH2:4][CH2:3]1.C([O:13][CH2:14][CH3:15])=O.Cl.[NH:17]([CH:19](O)C)[NH2:18]>O1CCCC1>[N:18]1([CH2:15][CH2:14][OH:13])[C:2]2[C:10]3[CH:9]=[CH:8][S:7][C:6]=3[CH2:5][CH2:4][C:3]=2[CH:19]=[N:17]1. Reported procedure: To a tetrahydrofuran (20 ml) solution containing 2.95 g of potassium tert-butoxy was added dropwise a tetrahydrofuran (10 ml) solution containing 2.00 g of 4-oxo-4,5,6,7-tetrahydrobenzo[b]thiophene and 3.89 g of ethyl formate under ice-cooling, and the mixture was stirred at room temperature for 30 minutes. After addition of 26 ml of 1 N hydrochloric acid to the reaction solution, 3.16 g of hydrazinoethanol was added under ice-cooling, and then the mixture was stirred at room temperature for 2 h... Starting materials: CC#N, CCOC(C)=O, CC(C)(C)OC(=O)NC1CCc2ccc(O)cc2C1Cc1ccc(Cl)cc1, CC(C)(C)OC(=O)NC1CCc2ccc(O)cc2C1Cc1ccc(Cl)c(Cl)c1, O=C(c1ccccc1)C(F)(F)Cl, [K+], [OH-]. Product: CC(C)(C)OC(=O)NC1CCc2ccc(OC(F)F)cc2C1Cc1ccc(Cl)cc1. Reaction SMILES: [CH3:70][C:71]#[N:72].[CH3:73][CH2:74][O:75][C:76](=[O:77])[CH3:78].[Cl:1][c:2]1[cH:3][cH:4][c:5]([CH2:6][CH:7]2[CH:8]([NH:18][C:19]([O:20][C:21]([CH3:22])([CH3:23])[CH3:24])=[O:25])[CH2:9][CH2:10][c:11]3[cH:12][cH:13][c:14]([OH:17])[cH:15][c:16]32)[cH:26][cH:27]1.[Cl:28][c:29]1[cH:30][c:31]([CH2:36][CH:37]2[c:38]3[c:39]([cH:40][cH:41][c:42]([OH:43])[cH:44]3)[CH2:45][CH2:46][CH:47]2[NH:48][C:49](=[O:50])[O:51][C:52]([CH3:53])([CH3:54])[CH3:55])[cH:32][cH:33][c:34]1[Cl:35].[Cl:58][C:59]([C:60]([c:61]1[cH:62][cH:63][cH:64][cH:65][cH:66]1)=[O:67])([F:68])[F:69].[K+:57].[OH-:56]>>[Cl:1][c:2]1[cH:3][cH:4][c:5]([CH2:6][CH:7]2[CH:8]([NH:18][C:19]([O:20][C:21]([CH3:22])([CH3:23])[CH3:24])=[O:25])[CH2:9][CH2:10][c:11]3[cH:12][cH:13][c:14]([O:17][CH:59]([F:68])[F:69])[cH:15][c:16]32)[cH:26][cH:27]1. The product is C1(CC1)C=1C=C(C(=NC1)N1CCN(CC1)C(=O)C1=C(C=C(C=C1)N1S(CCC1)(=O)=O)N1C(CCC1)=O)C (1-{2-[4-(5-cyclopropyl-3-methylpyridin-2-yl)piperazine-1-carbonyl]-5-(1,1-dioxo-1λ6-isothiazolidin-2-yl)phenyl}pyrrolidin-2-one). RXN SMILES: [O:1]=[S:2]1(=[O:23])[CH2:6][CH2:5][CH2:4][N:3]1[C:7]1[CH:16]=[CH:15][C:10]([C:11](OC)=[O:12])=[C:9]([N:17]2[CH2:21][CH2:20][CH2:19][C:18]2=[O:22])[CH:8]=1.[CH:24]1([C:27]2[CH:28]=[C:29]([CH3:39])[C:30]([N:33]3[CH2:38][CH2:37][NH:36][CH2:35][CH2:34]3)=[N:31][CH:32]=2)[CH2:26][CH2:25]1>>[CH:24]1([C:27]2[CH:28]=[C:29]([CH3:39])[C:30]([N:33]3[CH2:34][CH2:35][N:36]([C:11]([C:10]4[CH:15]=[CH:16][C:7]([N:3]5[CH2:4][CH2:5][CH2:6][S:2]5(=[O:1])=[O:23])=[CH:8][C:9]=4[N:17]4[CH2:21][CH2:20][CH2:19][C:18]4=[O:22])=[O:12])[CH2:37][CH2:38]3)=[N:31][CH:32]=2)[CH2:26][CH2:25]1. Reactants: O=S1(N(CCC1)C1=CC(=C(C(=O)OC)C=C1)N1C(CCC1)=O)=O (methyl 4-(1,1-dioxo-1λ6-isothiazolidin-2-yl)-2-(2-oxopyrrolidin-1-yl)benzoate), C1(CC1)C=1C=C(C(=NC1)N1CCNCC1)C (1-(5-cyclopropyl-3-methylpyridin-2-yl)piperazine). Procedure: Using methyl 4-(1,1-dioxo-1λ6-isothiazolidin-2-yl)-2-(2-oxopyrrolidin-1-yl)benzoate (131 mg) described in Preparation Example 33 and 1-(5-cyclopropyl-3-methylpyridin-2-yl)piperazine (84 mg) described in Preparation Example 83 and by the reaction and treatment in the same manner as in Example 109, the title compound (8.3 mg) was obtained. Isolated yield 4.1%. Starting materials: C(C)(C)(C)OC(N[C@@H]1CC2=C(NC=3C=CC(=CC23)C=O)C1)=O ([(R)-7-formyl-1,2,3,4-tetrahydro-cyclopenta[b]indol-2-yl]-carbamic acid tert-butyl ester), C([O-])([O-])=O.[K+].[K+] (potassium carbonate), Cl.CON (O-methylhydroxylamine hydrochloride). Run in C(C)O (ethanol). Run at time 1 hour. The product is CON=CC1=CC=2C3=C(NC2C=C1)C[C@@H](C3)NC(C(C)(C)C)=O ((R)—N-[7-(Methoxyimino-methyl)-1,2,3,4-tetrahydro-cyclopenta[b]indol-2-yl]-2,2-dimethyl-propionamide). RXN SMILES: C(O[C:6](=[O:22])[NH:7][C@H:8]1[CH2:21][C:11]2[NH:12][C:13]3[CH:14]=[CH:15][C:16]([CH:19]=O)=[CH:17][C:18]=3[C:10]=2[CH2:9]1)(C)(C)C.C(=O)([O-])[O-].[K+].[K+].Cl.[CH3:30][O:31][NH2:32]>C(O)C>[CH3:30][O:31][N:32]=[CH:19][C:16]1[CH:15]=[CH:14][C:13]2[NH:12][C:11]3[CH2:21][C@H:8]([NH:7][C:6](=[O:22])[C:10]([CH3:18])([CH3:11])[CH3:9])[CH2:9][C:10]=3[C:18]=2[CH:17]=1 |f:1.2.3,4.5|. Procedure details: To a 100 mL round-bottom flask add [(R)-7-formyl-1,2,3,4-tetrahydro-cyclopenta[b]indol-2-yl]-carbamic acid tert-butyl ester (1.00 g; 3.33 mmol), ethanol (10 ml), potassium carbonate (552 mg, 4 mmol), and O-methylhydroxylamine hydrochloride (334 mg; 4.0 mmol). Stir the mixture at room temperature for 1 h. Remove the solvent in vacuo and add water (15 mL). Stir the mixture 30 min and filter to give 790 mg (72%). MS (m/z): 330 (M+1).